From a dataset of the Open Reaction Database (ORD), a public repository of structured organic reaction records. describe an organic reaction: reactants, conditions, products, and yield Reactants: C(=O)=O (CO2), [Li]CCCC (n-BuLi), BrC=1C(=NC(=NC1OC(CC)CC)C)NC1=C(C=C(C=C1C)C)C ([5-bromo-6-(1-ethyl-propoxy)-2-methyl-pyrimidin-4-yl]-(2,4,6-trimethyl-phenyl)-amine). Solvent: C1CCOC1 (THF), C1CCOC1 (THF). Run at time 10 minute. The product is C(C)C(CC)OC1=NC(=NC(=C1C(=O)O)NC1=C(C=C(C=C1C)C)C)C (4-(1-Ethyl-propoxy)-2-methyl-6-(2,4,6-trimethyl-phenylamino)-pyrimidine-5-carboxylic acid). RXN SMILES: [Li]CCCC.Br[C:7]1[C:8]([NH:20][C:21]2[C:26]([CH3:27])=[CH:25][C:24]([CH3:28])=[CH:23][C:22]=2[CH3:29])=[N:9][C:10]([CH3:19])=[N:11][C:12]=1[O:13][CH:14]([CH2:17][CH3:18])[CH2:15][CH3:16].[C:30](=[O:32])=[O:31]>C1COCC1>[CH2:15]([CH:14]([O:13][C:12]1[C:7]([C:30]([OH:32])=[O:31])=[C:8]([NH:20][C:21]2[C:26]([CH3:27])=[CH:25][C:24]([CH3:28])=[CH:23][C:22]=2[CH3:29])[N:9]=[C:10]([CH3:19])[N:11]=1)[CH2:17][CH3:18])[CH3:16]. Procedure details: To a solution of n-BuLi in THF was added a solution of [5-bromo-6-(1-ethyl-propoxy)-2-methyl-pyrimidin-4-yl]-(2,4,6-trimethyl-phenyl)-amine in THF at −78° C. After stirring for 10 minutes. CO2(g) was added at −78° C. and stirred at that temperature for 1 hour, then gradually warmed to room temperature. The resulting mixture was quenched with water and adjusted to pH 2 to 3 and extracted with chloroform. The organic layer was separated, dried and concentrated to dryness. The residue was purified ... Reactants: NC1=NC(=CC(=N1)NCC1(CC(C1)(OC)OC)CO)Cl (2-amino-6-chloro-4-[[(1-hydroxymethyl-3,3-dimethoxy-1-cyclobutyl)methyl]amino]pyrimidine), Cl (hydrochloric acid), N.CO (ammonia methanol). Run in CC(=O)C (acetone). Product: NC1=NC(=CC(=N1)NCC1(CC(C1)=O)CO)Cl (2-Amino-6-chloro-4-[[(1-hydroxymethyl-3-oxo-1-cyclobutyl)methyl]-amino]pyrimidine). The yield is 70.1%. As a reaction SMILES: [NH2:1][C:2]1[N:7]=[C:6]([NH:8][CH2:9][C:10]2([CH2:18][OH:19])[CH2:13][C:12](OC)([O:14]C)[CH2:11]2)[CH:5]=[C:4]([Cl:20])[N:3]=1.Cl.N.CO>CC(C)=O>[NH2:1][C:2]1[N:7]=[C:6]([NH:8][CH2:9][C:10]2([CH2:18][OH:19])[CH2:11][C:12](=[O:14])[CH2:13]2)[CH:5]=[C:4]([Cl:20])[N:3]=1 |f:2.3|. Procedure: To 2-amino-6-chloro-4-[[(1-hydroxymethyl-3,3-dimethoxy-1-cyclobutyl)methyl]amino]pyrimidine (0.61 g, 2.0 mmol) were added acetone (50 ml) and 20% hydrochloric acid (0.5 ml), and the mixture was refluxed for 30 minutes. The mixture was neutralized with 10% ammonia-methanol under ice-cooling. The solvent was distilled away under reduced pressure and the residue was recrystallized from acetone to give colorless prism crystals (0.36 g, 70.1%), m.p. 171-173° C. (acetone). Solvent: O (water). As a reaction SMILES: S(=O)(=O)(O)O.[CH3:6][O:7][C:8]1[C:9]([NH2:14])=[CH:10][CH:11]=[CH:12][CH:13]=1.O=[CH:16][C:17](=[CH2:19])[CH3:18].C(=O)([O-])[O-].[Na+].[Na+]>[I-].[Na+].O>[CH3:19][C:17]1[CH:16]=[N:14][C:9]2[C:10]([CH:18]=1)=[CH:11][CH:12]=[CH:13][C:8]=2[O:7][CH3:6] |f:3.4.5,6.7|. Reagents/catalysts: [I-].[Na+] (sodium iodide). Reported procedure: 94 ml of concentrated sulfuric acid and 70 ml of water are placed in a 1 l triple-necked flask equipped with a mechanical stirrer. The mixture is cooled to 0° C. with an ice bath and the dropwise addition is carried out of 45 g (366 mmol) of ortho-anisidine, followed by 0.54 g of sodium iodide. The mixture is then heated with an oil bath to 115° C. and 50 ml (604 mmol) of methacrolein are added using a syringe driver at the rate of 25 ml/h. Heating is continued for 1 h after the addition. The mi... Run at temperature 0 celsius, time 1 hour. Yields the product CC=1C=NC2=C(C=CC=C2C1)OC (3-methyl-8-methoxyquinoline). The yield is 29.5%. Starting materials: C([O-])([O-])=O.[Na+].[Na+] (sodium carbonate), S(O)(O)(=O)=O (sulfuric acid), COC=1C(=CC=CC1)N (ortho-anisidine), O=CC(C)=C (methacrolein). Product: CC(C)(C)[Si](C)(C)Oc1ccc(CCNc2ncnc3nccnc23)cc1. Reactants: CC(C)(C)[Si](C)(C)Cl, CN(C)C=O, O, Oc1ccc(CCNc2ncnc3nccnc23)cc1, c1c[nH]cn1. RXN SMILES: [C:26]([CH3:27])([CH3:28])([CH3:29])[Si:30]([CH3:31])([CH3:32])[Cl:33].[O:34]=[CH:35][N:36]([CH3:37])[CH3:38].[OH2:39].[n:1]1[cH:2][n:3][c:4]([NH:11][CH2:12][CH2:13][c:14]2[cH:15][cH:16][c:17]([OH:20])[cH:18][cH:19]2)[c:5]2[n:6][cH:7][cH:8][n:9][c:10]12.[nH:21]1[cH:22][cH:23][n:24][cH:25]1>>[n:1]1[cH:2][n:3][c:4]([NH:11][CH2:12][CH2:13][c:14]2[cH:15][cH:16][c:17]([O:20][Si:30]([C:26]([CH3:27])([CH3:28])[CH3:29])([CH3:31])[CH3:32])[cH:18][cH:19]2)[c:5]2[n:6][cH:7][cH:8][n:9][c:10]12. Starting materials: tetrakistriphenylphosphine(0) palladium, COC(CC1=CC(=CC=C1)Br)=O ((3-bromo-phenyl)-acetic acid methyl ester), CN(C)C=O (DMF), [NH4+].[OH-] (NH4OH). Reagents/catalysts: [C-]#N.[C-]#N.[Zn+2] (Zn(CN)2). Conditions: temperature 90 celsius. The product is COC(CC1=CC(=CC=C1)C#N)=O ((3-Cyano-phenyl)-acetic acid methyl ester). Reaction SMILES: [CH3:1][O:2][C:3](=[O:12])[CH2:4][C:5]1[CH:10]=[CH:9][CH:8]=[C:7](Br)[CH:6]=1.[NH4+].[OH-].[CH3:15][N:16](C=O)C>[C-]#N.[C-]#N.[Zn+2]>[CH3:1][O:2][C:3](=[O:12])[CH2:4][C:5]1[CH:10]=[CH:9][CH:8]=[C:7]([C:15]#[N:16])[CH:6]=1 |f:1.2,4.5.6|. Procedure: Nitrogen was bubbled through a mixture of (3-bromo-phenyl)-acetic acid methyl ester (26.12 g, 114.02 mmol), Zn(CN)2 (8.37 g, 71.3 mmol), and DMF (300 mL) for about 5 minutes followed by addition of tetrakistriphenylphosphine(0) palladium (5.0 g, 4.3 mmol). The mixture was heated for 1.5 h at 90° C. and was cooled to room temperature. Aqueous 2N NH4OH was added and the product was extracted into EtOAc (3×). The organic solution was washed with 2N NH4OH (1×) followed by brine (2×). The organic sol... Reactants: CCN(C(C)C)C(C)C, Clc1ccc(C(c2ccccc2)N2CCNCC2)cc1, O=S(=O)(CCCCCCl)NCCCO. Yields the product O=S(=O)(CCCCCN1CCN(C(c2ccccc2)c2ccc(Cl)cc2)CC1)NCCCO. As a reaction SMILES: [CH2:35]([N:36]([CH:37]([CH3:38])[CH3:39])[CH:40]([CH3:41])[CH3:42])[CH3:43].[Cl:1][c:2]1[cH:3][cH:4][c:5]([CH:8]([N:9]2[CH2:10][CH2:11][NH:12][CH2:13][CH2:14]2)[c:15]2[cH:16][cH:17][cH:18][cH:19][cH:20]2)[cH:6][cH:7]1.[OH:21][CH2:22][CH2:23][CH2:24][NH:25][S:26](=[O:27])(=[O:28])[CH2:29][CH2:30][CH2:31][CH2:32][CH2:33][Cl:34]>>[Cl:1][c:2]1[cH:3][cH:4][c:5]([CH:8]([N:9]2[CH2:10][CH2:11][N:12]([CH2:33][CH2:32][CH2:31][CH2:30][CH2:29][S:26]([NH:25][CH2:24][CH2:23][CH2:22][OH:21])(=[O:27])=[O:28])[CH2:13][CH2:14]2)[c:15]2[cH:16][cH:17][cH:18][cH:19][cH:20]2)[cH:6][cH:7]1.